Dataset: the Open Reaction Database (ORD), a public repository of structured organic reaction records. Task: describe an organic reaction: reactants, conditions, products, and yield Yields the product CCCCC(=O)N(Cc1ccc(-c2ccccc2C#N)cc1)c1c(OC)cccc1[N+](=O)[O-]. As a reaction SMILES: [C:21](#[N:22])[c:23]1[c:24](-[c:29]2[cH:30][cH:31][c:32]([CH2:33][Br:34])[cH:35][cH:36]2)[cH:25][cH:26][cH:27][cH:28]1.[CH3:1][O:2][c:3]1[c:4]([NH:12][C:13]([CH2:14][CH2:15][CH2:16][CH3:17])=[O:18])[c:5]([N+:9](=[O:10])[O-:11])[cH:6][cH:7][cH:8]1.[H-:19].[Na+:20].[O:38]=[CH:39][N:40]([CH3:41])[CH3:42].[OH2:37]>>[CH3:1][O:2][c:3]1[c:4]([N:12]([C:13]([CH2:14][CH2:15][CH2:16][CH3:17])=[O:18])[CH2:33][c:32]2[cH:31][cH:30][c:29](-[c:24]3[c:23]([C:21]#[N:22])[cH:28][cH:27][cH:26][cH:25]3)[cH:36][cH:35]2)[c:5]([N+:9](=[O:10])[O-:11])[cH:6][cH:7][cH:8]1. The reactants are N#Cc1ccccc1-c1ccc(CBr)cc1, CCCCC(=O)Nc1c(OC)cccc1[N+](=O)[O-], [H-], [Na+], CN(C)C=O, O. Starting materials: C(CCCCC)=C1C=2C=CC=CC2C=2NC(C=3N(C21)C=CN3)=O (10-hexylidene-5H,10H-imidazo[1,2-a]-indeno[1,2-e]pyrazin-4-one), [H][H] (hydrogen), CN(C=O)C (dimethylformamide). Reagents/catalysts: [Pd] (palladium on charcoal). The solvent is CO (methanol). Product: C(CCCCC)C1C=2C=CC=CC2C=2NC(C=3N(C21)C=CN3)=O (10-hexyl-5H,10H-imidazo[1,2-a]-indeno[1,2-e]pyrazin-4-one). Yield: 35.9%. As a reaction SMILES: [CH:1](=[C:7]1[C:19]2[N:18]3[CH:20]=[CH:21][N:22]=[C:17]3[C:16](=[O:23])[NH:15][C:14]=2[C:13]2[CH:12]=[CH:11][CH:10]=[CH:9][C:8]1=2)[CH2:2][CH2:3][CH2:4][CH2:5][CH3:6].[H][H].CN(C)C=O>[Pd].CO>[CH2:1]([CH:7]1[C:19]2[N:18]3[CH:20]=[CH:21][N:22]=[C:17]3[C:16](=[O:23])[NH:15][C:14]=2[C:13]2[CH:12]=[CH:11][CH:10]=[CH:9][C:8]1=2)[CH2:2][CH2:3][CH2:4][CH2:5][CH3:6]. Procedure details: 1.3 g of 10-hexylidene-5H,10H-imidazo[1,2-a]-indeno[1,2-e]pyrazin-4-one are hydrogenated at a temperature in the region of 20° C. and at a pressure of 9.4 bar of hydrogen in the presence of 120 ml of dimethylformamide, 20 ml of methanol and 0.3 g of 10% palladium on charcoal for 17 hours. After filtration of the catalyst under inert atmosphere, the solvents are evaporated off and the crude product (1.2 g) is purified by chromatography on a column of silica (120 g partially deactivated with 2 ml ... Reactants: FC=1C=C(C=CC1)C1=C2C(=C3C(CCCN13)=O)N(C(N(C2=O)C)=O)C (5-(3-Fluorophenyl)-1,3-dimethyl-8,9-dihydropyrimido[4,5-a]indolizine-2,4,10(1H,3H,7H)-trione), [BH4-].[Na+] (sodium borohydride). The solvent is CO (MeOH). Reaction conditions: time 15 minute. Yields the product FC=1C=C(C=CC1)C1=C2C(=C3C(CCCN13)O)N(C(N(C2=O)C)=O)C (5-(3-Fluorophenyl)-10-hydroxy-1,3-dimethyl-7,8,9,10-tetrahydropyrimido[4,5-a]indolizine-2,4(1H,3H)-dione). RXN SMILES: [F:1][C:2]1[CH:3]=[C:4]([C:8]2[N:16]3[C:11]([C:12](=[O:17])[CH2:13][CH2:14][CH2:15]3)=[C:10]3[N:18]([CH3:25])[C:19](=[O:24])[N:20]([CH3:23])[C:21](=[O:22])[C:9]=23)[CH:5]=[CH:6][CH:7]=1.[BH4-].[Na+]>CO>[F:1][C:2]1[CH:3]=[C:4]([C:8]2[N:16]3[C:11]([CH:12]([OH:17])[CH2:13][CH2:14][CH2:15]3)=[C:10]3[N:18]([CH3:25])[C:19](=[O:24])[N:20]([CH3:23])[C:21](=[O:22])[C:9]=23)[CH:5]=[CH:6][CH:7]=1 |f:1.2|. Procedure details: To a stirred solution of 5-(3-fluorophenyl)-1,3-dimethyl-8,9-dihydropyrimido[4,5-a]indolizine-2,4,10(1H,3H,7H)-trione (step 1)(150 mg, 0.439 mmol) in MeOH (2197 μL) at 0° C. was added sodium borohydride (49.9 mg, 1.318 mmol) portionwise. The resulting yellow solution was warmed to room temperature and stirred for 15 minutes. The reaction was concentrated in vacuo. The residue was diluted with water (5 mL) and DCM (10 mL). The aqueous phase was separated and extracted with DCM (3×10 mL). The comb... The reactants are C(CC)(=O)[O-].[Ca+2].C(CC)(=O)[O-].C(CC)(=O)O (calcium propionate propionic acid). Solvent: O (water). Yields the product solution, C(CC)(=O)[O-].[Ca+2].C(CC)(=O)[O-] (calcium propionate), C(CC)(=O)O (propionic acid). The yield is 70.0%. RXN SMILES: [C:1]([O-:5])(=[O:4])[CH2:2][CH3:3].[Ca+2:6].[C:7]([O-:11])(=[O:10])[CH2:8][CH3:9].[C:12]([OH:16])(=[O:15])[CH2:13][CH3:14]>O>[C:1]([O-:5])(=[O:4])[CH2:2][CH3:3].[Ca+2:6].[C:7]([O-:11])(=[O:10])[CH2:8][CH3:9].[C:12]([OH:16])(=[O:15])[CH2:13][CH3:14] |f:0.1.2.3,5.6.7|. Procedure: About 70 g of calcium propionate-propionic acid is dissolved in 30 g of water to yield a 70 percent solution by weight of dissociated calcium propionate and propionic acid. Starting materials: solution, C1(=CC=CC=C1)S(=O)(=O)Cl (benzenesulphonyl chloride), C(C)(C)SC1CCC(N1)=O (5-isopropylthio-pyrrolidin-2-one), C(CCC)[Li] (butyllithium). The solvent is O1CCCC1 (tetrahydrofuran), O1CCCC1 (tetrahydrofuran), CCCCCC (hexane). Yields the product C1(=CC=CC=C1)S(=O)(=O)N1C(CCC1SC(C)C)=O (1-benzenesulphonyl-2-oxo-5-isopropylthio-pyrrolidine). Yield: 46.0%. As a reaction SMILES: [CH:1]([S:4][CH:5]1[NH:9][C:8](=[O:10])[CH2:7][CH2:6]1)([CH3:3])[CH3:2].C([Li])CCC.[C:16]1([S:22](Cl)(=[O:24])=[O:23])[CH:21]=[CH:20][CH:19]=[CH:18][CH:17]=1>O1CCCC1.CCCCCC>[C:16]1([S:22]([N:9]2[CH:5]([S:4][CH:1]([CH3:3])[CH3:2])[CH2:6][CH2:7][C:8]2=[O:10])(=[O:24])=[O:23])[CH:21]=[CH:20][CH:19]=[CH:18][CH:17]=1. Procedure: To 2.5 g of 5-isopropylthio-pyrrolidin-2-one in 130 cm3 of tetrahydrofuran, there is added at -70° to -65° C., 10.48 cm3 of a 1.5M solution of butyllithium in hexane. This is maintained for 20 minutes at this temperature, then 2.76 g of benzenesulphonyl chloride is added in 25 cm3 of tetrahydrofuran. After allowing to return to ambient temperature, concentrating under reduced pressure, taking up with water, filtering and drying, 2.15 g of the expected product is obtained. m.p., 91°-93° C., cryst... Starting materials: FC1=NC=CC=C1\C=C/C=1C(=NC=CC1)F (Z-1,2-di-(2-fluoropyridinyl)ethylene), C1(CC1)N (cyclopropylamine). Run at temperature 125 celsius. Product: C1(CC1)N1C2=C(C=CC3=C1N=CC=C3)C=CC=N2 (11-cyclopropyl-dipyrido[2,3-b:3',2'-f]azepine). The yield is 54.9%. RXN SMILES: F[C:2]1[C:7](/[CH:8]=[CH:9]\[C:10]2[C:11](F)=[N:12][CH:13]=[CH:14][CH:15]=2)=[CH:6][CH:5]=[CH:4][N:3]=1.[CH:17]1([NH2:20])[CH2:19][CH2:18]1>>[CH:17]1([N:20]2[C:2]3[N:3]=[CH:4][CH:5]=[CH:6][C:7]=3[CH:8]=[CH:9][C:10]3[CH:15]=[CH:14][CH:13]=[N:12][C:11]2=3)[CH2:19][CH2:18]1. Procedure: A mixture of Z-1,2-di-(2-fluoropyridinyl)ethylene (0.436 g) and cyclopropylamine (2 g) was heated at 125° C. in a sealed tube for 12 hours. The mixture was cooled and fractionated directly over silica gel to give 11-cyclopropyl-dipyrido[2,3-b:3',2'-f]azepine (0.258 g), mp 184°-185° C. Starting materials: FC(C1=CC=C(C=C1)C1=CC(=CC=C1)CO)(F)F ([4′-(trifluoromethyl)-3-biphenylyl]methanol), ice water, P(CCCC)(CCCC)CCCC (nBu3P), OC1=CC(=C(C=C1)CCC(=O)OCC)C (ethyl 3-(4-hydroxy-2-methylphenyl)propanoate). The solvent is C1CCOC1 (THF). Reaction conditions: temperature 0 celsius, time 1 hour. Product: CC1=C(C=CC(=C1)OCC=1C=C(C=CC1)C1=CC=C(C=C1)C(F)(F)F)CCC(=O)OCC (Ethyl 3-[2-methyl-4-({[4′-(trifluoromethyl)-3-biphenylyl]methyl}oxy)phenyl]propanoate). Isolated yield 66.4%. Reaction SMILES: [F:1][C:2]([F:18])([F:17])[C:3]1[CH:8]=[CH:7][C:6]([C:9]2[CH:14]=[CH:13][CH:12]=[C:11]([CH2:15][OH:16])[CH:10]=2)=[CH:5][CH:4]=1.P(CCCC)(CCCC)CCCC.O[C:33]1[CH:38]=[CH:37][C:36]([CH2:39][CH2:40][C:41]([O:43][CH2:44][CH3:45])=[O:42])=[C:35]([CH3:46])[CH:34]=1>C1COCC1>[CH3:46][C:35]1[CH:34]=[C:33]([O:16][CH2:15][C:11]2[CH:10]=[C:9]([C:6]3[CH:5]=[CH:4][C:3]([C:2]([F:17])([F:18])[F:1])=[CH:8][CH:7]=3)[CH:14]=[CH:13][CH:12]=2)[CH:38]=[CH:37][C:36]=1[CH2:39][CH2:40][C:41]([O:43][CH2:44][CH3:45])=[O:42]. Procedure: To a solution of [4′-(trifluoromethyl)-3-biphenylyl]methanol (121 mg, 0.48 mmol) in dry THF (5 mL) under nitrogen at 0° C. (ice/water bath) was added nBu3P (240 μL, 0.96 mmol) followed by ethyl 3-(4-hydroxy-2-methylphenyl)propanoate (100 mg, 0.48 mmol) and then ADDM (246 mg, 0.96 mmol) portion-wise. The mixture was stirred at 0° C. for 1 hour, allowed to warm to rt over 21 hours and then partitioned between water and EtOAc, and the layers separated. The aqueous layer was then extracted with EtOA...